Dataset: the Open Reaction Database (ORD), a public repository of structured organic reaction records. Task: describe an organic reaction: reactants, conditions, products, and yield Reactants: C(C)(=O)[O-] (acetate), C(C)(C)(C)OC=1C(=NC=CN1)CN1CCC(CC1)C(C#N)CC1=C(C=CC=C1)F (2-[1-(3-tert-butoxy-2-pyrazinylmethyl)piperidin-4-yl]-3-(2-fluorophenyl)propionitrile), [OH-].[Na+] (sodium hydroxide). Solvent: C(C)(=O)OCC (ethyl acetate). Run at time 1 hour. The product is FC1=C(C=CC=C1)CC(C#N)C1CCN(CC1)CC1=NC=CNC1=O (3-(2-Fluorophenyl)-2-[1-(3-oxo-3,4-dihydro-2-pyrazinylmethyl]piperidin-4-yl)propionitrile). Isolated yield 79.9%. RXN SMILES: C([O-])(=O)C.C([O:9][C:10]1[C:11]([CH2:16][N:17]2[CH2:22][CH2:21][CH:20]([CH:23]([CH2:26][C:27]3[CH:32]=[CH:31][CH:30]=[CH:29][C:28]=3[F:33])[C:24]#[N:25])[CH2:19][CH2:18]2)=[N:12][CH:13]=[CH:14][N:15]=1)(C)(C)C.[OH-].[Na+]>C(OCC)(=O)C>[F:33][C:28]1[CH:29]=[CH:30][CH:31]=[CH:32][C:27]=1[CH2:26][CH:23]([CH:20]1[CH2:19][CH2:18][N:17]([CH2:16][C:11]2[C:10](=[O:9])[NH:15][CH:14]=[CH:13][N:12]=2)[CH2:22][CH2:21]1)[C:24]#[N:25] |f:2.3|. Reported procedure: After adding 3 ml of 4N hydrogen chloride/ethyl is acetate to 188 mg of 2-[1-(3-tert-butoxy-2-pyrazinylmethyl)piperidin-4-yl]-3-(2-fluorophenyl)propionitrile while cooling on ice, the mixture was stirred 1 hour. A 2N sodium hydroxide solution was added to the reaction solution for neutralization, and extraction was performed with ethyl acetate. The organic layer was washed with saturated brine and dried over anhydrous magnesium sulfate, and then the solvent was distilled off under reduced pressu... The reactants are C(C)(C)(C)C1=CC(=C(C=C1)S(=O)(=O)N(COC)C1=C(SC=C1)C(=O)OC)C=1C=NC=NC1 (Methyl 3-[4-tert-butyl-N-(methoxymethyl)-2-(pyrimidin-5-yl)phenylsulfonamido]thiophene-2-carboxy late), Cl (hydrochloric acid), Cl (hydrochloric acid). The solvent is O1CCCC1 (tetrahydrofuran). Reaction conditions: temperature 75 celsius. The product is C(C)(C)(C)C1=CC(=C(C=C1)S(=O)(=O)NC1=C(SC=C1)C(=O)OC)C=1C=NC=NC1 (Methyl 3-[4-tert-butyl-2-(pyrimidin-5-yl)phenylsulfonamido]thiophene-2-carboxylate). Isolated yield 87.2%. As a reaction SMILES: [C:1]([C:5]1[CH:10]=[CH:9][C:8]([S:11]([N:14]([C:18]2[CH:22]=[CH:21][S:20][C:19]=2[C:23]([O:25][CH3:26])=[O:24])COC)(=[O:13])=[O:12])=[C:7]([C:27]2[CH:28]=[N:29][CH:30]=[N:31][CH:32]=2)[CH:6]=1)([CH3:4])([CH3:3])[CH3:2].Cl>O1CCCC1>[C:1]([C:5]1[CH:10]=[CH:9][C:8]([S:11]([NH:14][C:18]2[CH:22]=[CH:21][S:20][C:19]=2[C:23]([O:25][CH3:26])=[O:24])(=[O:13])=[O:12])=[C:7]([C:27]2[CH:32]=[N:31][CH:30]=[N:29][CH:28]=2)[CH:6]=1)([CH3:4])([CH3:2])[CH3:3]. Procedure: To a solution of 17 (80.0 mg; 0.17 mmol) in tetrahydrofuran (5 mL) was added aqueous hydrochloric acid (5.0 mL; 10.0 mmol; 2N). The reaction mixture was heated at 75° C. for 4 hours, and then additional aqueous hydrochloric acid (3.0 mL; 6N) was added and the reaction mixture further heated at reflux for 4-5 hours. The reaction mixture was allowed to cool to room temperature and then extracted with ethyl acetate (15 mL). The organic layer was separated, dried over magnesium sulfate, filtered, an... Reactants: CN1CCC(CNCCN(C(=O)OC(C)(C)C)c2ccc(F)c(F)c2)(c2ccc(I)cc2)CC1, ClCCl, O=C(O)C(F)(F)F. Product: CN1CCC(CNCCNc2ccc(F)c(F)c2)(c2ccc(I)cc2)CC1. As a reaction SMILES: [C:1]([O:2][C:3](=[O:4])[N:7]([CH2:8][CH2:9][NH:10][CH2:11][C:12]1([c:19]2[cH:20][cH:21][c:22]([I:25])[cH:23][cH:24]2)[CH2:13][CH2:14][N:15]([CH3:18])[CH2:16][CH2:17]1)[c:26]1[cH:27][c:28]([F:33])[c:29]([F:32])[cH:30][cH:31]1)([CH3:5])([CH3:6])[CH3:34].[Cl:42][CH2:43][Cl:44].[F:35][C:36]([F:37])([F:38])[C:39]([OH:40])=[O:41]>>[NH:7]([CH2:8][CH2:9][NH:10][CH2:11][C:12]1([c:19]2[cH:20][cH:21][c:22]([I:25])[cH:23][cH:24]2)[CH2:13][CH2:14][N:15]([CH3:18])[CH2:16][CH2:17]1)[c:26]1[cH:27][c:28]([F:33])[c:29]([F:32])[cH:30][cH:31]1. Reactants: CC(C)(C)OC(=O)N1CCC(Cc2ccc(NS(C)(=O)=O)cc2)CC1, CI, CN(C)C=O, [H-], [Na+]. The product is CN(c1ccc(CC2CCN(C(=O)OC(C)(C)C)CC2)cc1)S(C)(=O)=O. As a reaction SMILES: [C:1]([CH3:2])([CH3:3])([CH3:4])[O:5][C:6](=[O:7])[N:8]1[CH2:9][CH2:10][CH:11]([CH2:14][c:15]2[cH:16][cH:17][c:18]([NH:21][S:22](=[O:23])(=[O:24])[CH3:25])[cH:19][cH:20]2)[CH2:12][CH2:13]1.[CH3:28][I:29].[CH3:30][N:31]([CH3:32])[CH:33]=[O:34].[H-:26].[Na+:27]>>[C:1]([CH3:2])([CH3:3])([CH3:4])[O:5][C:6](=[O:7])[N:8]1[CH2:9][CH2:10][CH:11]([CH2:14][c:15]2[cH:16][cH:17][c:18]([N:21]([S:22](=[O:23])(=[O:24])[CH3:25])[CH3:28])[cH:19][cH:20]2)[CH2:12][CH2:13]1. Starting materials: C1(=CC=CC=C1)[SnH2]C1=CC=CC=C1 (diphenyltin dihydride), C(C)(=O)OC=C (vinyl acetate). Run in C1CCCCC1 (cyclohexane). Reaction conditions: time 1 hour. Product: C(C)(=O)OCC[Sn](C1=CC=CC=C1)(C1=CC=CC=C1)CCOC(C)=O (bis(2-acetoxyethyl)diphenyltin). As a reaction SMILES: [C:1]1([SnH2:7][C:8]2[CH:13]=[CH:12][CH:11]=[CH:10][CH:9]=2)[CH:6]=[CH:5][CH:4]=[CH:3][CH:2]=1.[C:14]([O:17][CH:18]=[CH2:19])(=[O:16])[CH3:15]>C1CCCCC1>[C:14]([O:17][CH2:18][CH2:19][Sn:7]([CH2:19][CH2:18][O:17][C:14](=[O:16])[CH3:15])([C:1]1[CH:2]=[CH:3][CH:4]=[CH:5][CH:6]=1)[C:8]1[CH:9]=[CH:10][CH:11]=[CH:12][CH:13]=1)(=[O:16])[CH3:15]. Procedure: Stoichiometric amounts of diphenyltin dihydride and vinyl acetate were placed in a Pyrex® tube containing anhydrous cyclohexane. The reactionmixture was exposed to ultraviolet radiation for 1 hour at 30° C. The solvent was then eliminated at ambient temperature under vacuum. The product was obtained quantitatively and had the following formula: Starting materials: ClC=1C2=C(N=CN1)NC=C2I (4-chloro-5-iodo-7H-pyrrolo[2,3-d]pyrimidine), [H-].[Na+] (sodium hydride), O (Water), CC1=CC=C(C=C1)S(=O)(=O)Cl (4-Methyl-benzenesulfonyl chloride). Solvent: O1CCCC1 (tetrahydrofuran). Reaction conditions: time 30 minute. Yields the product ClC=1C2=C(N=CN1)N(C=C2I)S(=O)(=O)C2=CC=C(C=C2)C (4-chloro-5-iodo-7-(toluene-4-sulfonyl)-7H-pyrrolo[2,3-d]pyrimidine). Yield: 87.4%. Reaction SMILES: [Cl:1][C:2]1[C:3]2[C:10]([I:11])=[CH:9][NH:8][C:4]=2[N:5]=[CH:6][N:7]=1.[H-].[Na+].[CH3:14][C:15]1[CH:20]=[CH:19][C:18]([S:21](Cl)(=[O:23])=[O:22])=[CH:17][CH:16]=1.O>O1CCCC1>[Cl:1][C:2]1[C:3]2[C:10]([I:11])=[CH:9][N:8]([S:21]([C:18]3[CH:19]=[CH:20][C:15]([CH3:14])=[CH:16][CH:17]=3)(=[O:23])=[O:22])[C:4]=2[N:5]=[CH:6][N:7]=1 |f:1.2|. Procedure details: To 4-chloro-5-iodo-7H-pyrrolo[2,3-d]pyrimidine (27, 2.45 g, 8.77 mmol) in 68 mL of tetrahydrofuran, sodium hydride (0.4208 g, 10.52 mmol) is added and the reaction is stirred at room temperature for 30 minutes. 4-Methyl-benzenesulfonyl chloride (28, 1.838 g, 9.643 mmol) is added and the reaction stirred at room temperature overnight. Water is added and the reaction is extracted with ethyl acetate, resulting in some precipitate that is removed by filtration. The aqueous layer is separated and ext... The reactants are C(C#C)OC (Methyl propargyl ether), ClC1=C(C=C(C(=O)O)C=C1)I (4-chloro-3-iodobenzoic acid), cuprous iodide. Reagents/catalysts: Cl[Pd]([P](C1=CC=CC=C1)(C2=CC=CC=C2)C3=CC=CC=C3)([P](C4=CC=CC=C4)(C5=CC=CC=C5)C6=CC=CC=C6)Cl (dichlorobis(triphenylphosphine)palladium(II)). Run in C1CCOC1 (THF), C(C)N(CC)CC (triethylamine), CCOC(=O)C (EtOAc). Reaction conditions: time 2 hour. The product is ClC1=C(C=C(C(=O)O)C=C1)C#CCOC (4-chloro-3-(3-methoxyprop-1-yn-1-yl)benzoic acid). RXN SMILES: [CH2:1]([O:4][CH3:5])[C:2]#[CH:3].[Cl:6][C:7]1[CH:15]=[CH:14][C:10]([C:11]([OH:13])=[O:12])=[CH:9][C:8]=1I>C1COCC1.C(N(CC)CC)C.CCOC(C)=O.Cl[Pd](Cl)([P](C1C=CC=CC=1)(C1C=CC=CC=1)C1C=CC=CC=1)[P](C1C=CC=CC=1)(C1C=CC=CC=1)C1C=CC=CC=1>[Cl:6][C:7]1[CH:15]=[CH:14][C:10]([C:11]([OH:13])=[O:12])=[CH:9][C:8]=1[C:3]#[C:2][CH2:1][O:4][CH3:5] |^1:37,56|. Procedure: Methyl propargyl ether (Fluka; 68898; 1.27 mL; 15 mmol; 1.50 eq.) was added dropwise to a suspension of 4-chloro-3-iodobenzoic acid (ABCR; TWC2211-D1; 2 824.60 mg; 10 mmol; 1 eq.), dichlorobis(triphenylphosphine)palladium(II) (701.91 mg; 1 mmol; 0.10 eq.) and cuprous iodide (190.45 mg; 1 mmol; 0.10 eq.) in a mixture of THF (20 mL) and triethylamine (10 mL). The reaction was stirred at RT for 2 h. The reaction mixture was quenched with saturated aqueous NH4Cl, and extracted twice with EtOAc. The ... Reaction SMILES: [CH2:41]1[O:42][CH2:43][CH2:44][O:45][CH2:46]1.[CH3:47][CH2:48][O:49][C:50](=[O:51])[CH3:52].[Cl:27][C:28]1=[C:39]([Cl:40])[C:37](=[O:38])[C:34]([C:35]#[N:36])=[C:31]([C:32]#[N:33])[C:29]1=[O:30].[cH:1]1[n:2][c:3](-[c:11]2[cH:12][c:13]3[c:14]([cH:25][cH:26]2)[C:15]2([CH3:24])[CH2:16][CH2:17][C:18](=[O:23])[NH:19][CH:20]2[CH2:21][CH2:22]3)[cH:4][c:5]2[cH:6][cH:7][cH:8][cH:9][c:10]12>>[cH:1]1[n:2][c:3](-[c:11]2[cH:12][c:13]3[c:14]([cH:25][cH:26]2)[C:15]2([CH3:24])[CH:16]=[CH:17][C:18](=[O:23])[NH:19][CH:20]2[CH2:21][CH2:22]3)[cH:4][c:5]2[cH:6][cH:7][cH:8][cH:9][c:10]12. Starting materials: C1COCCO1, CCOC(C)=O, N#CC1=C(C#N)C(=O)C(Cl)=C(Cl)C1=O, CC12CCC(=O)NC1CCc1cc(-c3cc4ccccc4cn3)ccc12. Product: CC12C=CC(=O)NC1CCc1cc(-c3cc4ccccc4cn3)ccc12. Reactants: C(C)(=O)O[C@H]1C[C@@H](CC2=CC[C@H]3[C@@H]4CC[C@H]([C@@H](CCC(C(C)(C)O)(F)F)C)[C@]4(CC[C@@H]3[C@@]12C)C)OC(C)=O ([1α,3β]-24,24-difluorocholest-5-en-1,3,25-triol 1,3-diacetate), C([O-])(O)=O.[Na+] (sodium bicarbonate), BrN1C(=O)N(C(=O)C1(C)C)Br (1,3-dibromo-5,5-dimethylhydantoin). Run in CCCCCC (hexane). Run at temperature 80 celsius. Yields the product C(C)(=O)O[C@H]1C[C@@H](CC2=CC([C@H]3[C@@H]4CC[C@H]([C@@H](CCC(C(C)(C)O)(F)F)C)[C@]4(CC[C@@H]3[C@@]12C)C)Br)OC(C)=O ([1α,3β,7ξ]-7-bromo-24,24-difluorocholest-5-en-1,3,25-triol 1,3-diacetate). Reaction SMILES: [C:1]([O:4][C@@H:5]1[C@@:32]2([CH3:33])[C:9](=[CH:10][CH2:11][C@@H:12]3[C@@H:31]2[CH2:30][CH2:29][C@@:28]2([CH3:34])[C@H:13]3[CH2:14][CH2:15][C@@H:16]2[C@H:17]([CH3:27])[CH2:18][CH2:19][C:20]([F:26])([F:25])[C:21]([OH:24])([CH3:23])[CH3:22])[CH2:8][C@@H:7]([O:35][C:36](=[O:38])[CH3:37])[CH2:6]1)(=[O:3])[CH3:2].C(=O)(O)[O-].[Na+].[Br:44]N1C(C)(C)C(=O)N(Br)C1=O>CCCCCC>[C:1]([O:4][C@@H:5]1[C@@:32]2([CH3:33])[C:9](=[CH:10][CH:11]([Br:44])[C@@H:12]3[C@@H:31]2[CH2:30][CH2:29][C@@:28]2([CH3:34])[C@H:13]3[CH2:14][CH2:15][C@@H:16]2[C@H:17]([CH3:27])[CH2:18][CH2:19][C:20]([F:26])([F:25])[C:21]([OH:24])([CH3:23])[CH3:22])[CH2:8][C@@H:7]([O:35][C:36](=[O:38])[CH3:37])[CH2:6]1)(=[O:3])[CH3:2] |f:1.2|. Reported procedure: A mixture of 1.05 g (0.0019 mol) of [1α,3β]-24,24-difluorocholest-5-en-1,3,25-triol 1,3-diacetate, 0.84 g of sodium bicarbonate, 0.357 g (0.0012 mol) of 1,3-dibromo-5,5-dimethylhydantoin and 40 mL of hexane was heated at reflux (80° C.) for 1 hr and cooled. The mixture was filtered and the solids were triturated with hexane and filtered. The filtrates were evaporated to dryness to yield [1α,3β,7ξ]-7-bromo-24,24-difluorocholest-5-en-1,3,25-triol 1,3-diacetate. Reactants: B(OC)(OC)OC (trimethyl orthoborate), CN(C=1C=C(C=CC1)OC)C (3-dimethylamino-anisole), solution, C(CCC)[Li] (n-butyl lithium). Run in C1CCOC1 (THF), hexanes. Reaction conditions: time 1 hour. Product: COC1=C(C(=CC=C1)N(C)C)B(O)O (2-methoxy-6-dimethylamino-phenylboronic acid). RXN SMILES: [CH3:1][N:2]([CH3:11])[C:3]1[CH:4]=[C:5]([O:9][CH3:10])[CH:6]=[CH:7][CH:8]=1.C([Li])CCC.[B:17](OC)([O:20]C)[O:18]C>C1COCC1>[CH3:10][O:9][C:5]1[CH:6]=[CH:7][CH:8]=[C:3]([N:2]([CH3:11])[CH3:1])[C:4]=1[B:17]([OH:20])[OH:18]. Procedure: To a solution of 5.3 g (35 mmol) of 3-dimethylamino-anisole in 25 mL of dry THF at −78° C. was added 19 mL (47 mmol) of a 2.5M solution of n-butyl lithium in hexanes. The reaction mixture was stirred for 1 hour before removing the ice bath and warming to room temperature for 90 minutes. The solution was cooled to −78° C., treated with 8.75 g (84 mmol) of trimethyl orthoborate, and then stirred for one hour before warming to room temperature for one hour. The reaction was quenched by the addition...